From a dataset of the Open Reaction Database (ORD), a public repository of structured organic reaction records. describe an organic reaction: reactants, conditions, products, and yield Starting materials: OC=1C(=NC=CC1)C(=O)ON=C(CCCC)CCCC (5-nonanylidenamino 3-hydroxypicolinate), CS(=O)(=O)C1=NC(=CC(=N1)OC)OC (2-methylsulfonyl-4,6-dimethoxypyrimidine), C([O-])([O-])=O.[K+].[K+] (potassium carbonate), CN(C=O)C (N,N-dimethylformamide). The solvent is O (water). Conditions: temperature 100 celsius, time 2 hour. Yields the product COC1=NC(=NC(=C1)OC)OC=1C(=NC=CC1)C(=O)ON=C(CCCC)CCCC (5-nonanylideneamino 3-(4,6-dimethoxypyrimidin-2-yl)oxypicolinate). Reaction SMILES: [OH:1][C:2]1[C:3]([C:8]([O:10][N:11]=[C:12]([CH2:17][CH2:18][CH2:19][CH3:20])[CH2:13][CH2:14][CH2:15][CH3:16])=[O:9])=[N:4][CH:5]=[CH:6][CH:7]=1.CS([C:25]1[N:30]=[C:29]([O:31][CH3:32])[CH:28]=[C:27]([O:33][CH3:34])[N:26]=1)(=O)=O.C(=O)([O-])[O-].[K+].[K+].CN(C)C=O>O>[CH3:34][O:33][C:27]1[CH:28]=[C:29]([O:31][CH3:32])[N:30]=[C:25]([O:1][C:2]2[C:3]([C:8]([O:10][N:11]=[C:12]([CH2:17][CH2:18][CH2:19][CH3:20])[CH2:13][CH2:14][CH2:15][CH3:16])=[O:9])=[N:4][CH:5]=[CH:6][CH:7]=2)[N:26]=1 |f:2.3.4|. Procedure details: To a mixture of 6.3 g of 5-nonanylidenamino 3-hydroxypicolinate, 2.5 g of 2-methylsulfonyl-4,6-dimethoxypyrimidine and 3.9 g of anhydrous potassium carbonate, 50 ml of N,N-dimethylformamide was added, and the mixture was stirred at 100° C. for 2 hours. After cooling, the reaction solution was poured into water and extracted with ethyl ether. The organic layer was further washed with water and then dried over anhydrous sodium sulfate. The solvent was distilled off under reduced pressure, and the ... Starting materials: S(=O)(Cl)Cl (thionyl chloride), C(#N)C(=C[C@H]1C([C@@H]1C(=O)O)(C)C)SCC ((1R)-trans-3-[(1EZ)-2-cyano-2-(ethylthio)ethenyl]-2,2-dimethylcyclopropanecarboxylic acid). Reagents/catalysts: CN(C=O)C (N,N-dimethylformamide). Run in C1(=CC=CC=C1)C (toluene). Conditions: temperature 65 celsius, time 4 hour. Yields the product C(#N)C(=C[C@H]1C([C@@H]1C(=O)Cl)(C)C)SCC ((1R)-trans-3-[(1EZ)-2-cyano-2-(ethylthio)ethenyl]-2,2-dimethylcyclopropanecarboxylic acid chloride). Yield: 98.9%. Reaction SMILES: [C:1]([C:3]([S:13][CH2:14][CH3:15])=[CH:4][C@@H:5]1[C@@H:7]([C:8](O)=[O:9])[C:6]1([CH3:12])[CH3:11])#[N:2].S(Cl)([Cl:18])=O>CN(C)C=O.C1(C)C=CC=CC=1>[C:1]([C:3]([S:13][CH2:14][CH3:15])=[CH:4][C@@H:5]1[C@@H:7]([C:8]([Cl:18])=[O:9])[C:6]1([CH3:12])[CH3:11])#[N:2]. Procedure: To methyl=(1R)-trans-3-[(1EZ)-2-cyano-2-(ethylthio)ethenyl]-2,2-dimethylcyclopropanecarboxylic acid (8.98 g, 39.9 mmol), toluene (25 mL) was added and then thionyl chloride (5.0 g, 42.0 mmol) was added. Furthermore, N,N-dimethylformamide (50 mg) was added, followed by stirring at an inner temperature of 60 to 70° C. for 4 hours. The reaction mixture was concentrated under reduced pressure to obtain 9.62 g of (1R)-trans-3-[(1EZ)-2-cyano-2-(ethylthio)ethenyl]-2,2-dimethylcyclopropanecarboxylic aci... Reactants: CC1(OB(OC1(C)C)C=1C=C(C=CC1)NC(=O)NCC(F)(F)F)C (1-[3-(4,4,5,5-tetramethyl-[1,3,2]dioxaborolan-2-yl)-phenyl]-3-(2,2,2-trifluoro-ethyl)-urea), FC(CN)(F)F (2,2,2-trifluoroethyl amine). Solvent: C1CCOC1 (THF). Yields the product CNC(=O)NC1=CC(=CC=C1)B1OC(C(O1)(C)C)(C)C (1-Methyl-3-[3-(4,4,5,5-tetramethyl-[1,3,2]dioxaborolan-2-yl)-phenyl]-urea). Reaction SMILES: [CH3:1][C:2]1([CH3:24])[C:6]([CH3:8])([CH3:7])[O:5][B:4]([C:9]2[CH:10]=[C:11]([NH:15][C:16]([NH:18][CH2:19]C(F)(F)F)=[O:17])[CH:12]=[CH:13][CH:14]=2)[O:3]1.FC(F)(F)CN>C1COCC1>[CH3:19][NH:18][C:16]([NH:15][C:11]1[CH:12]=[CH:13][CH:14]=[C:9]([B:4]2[O:5][C:6]([CH3:8])([CH3:7])[C:2]([CH3:24])([CH3:1])[O:3]2)[CH:10]=1)=[O:17]. Procedure details: Prepared as described for 1-[3-(4,4,5,5-tetramethyl-[1,3,2]dioxaborolan-2-yl)-phenyl]-3-(2,2,2-trifluoro-ethyl)-urea (I6), substituting methylamine in THF (2M) for 2,2,2-trifluoroethyl amine in Step 1. 1H NMR (400 MHz, CDCl3): 7.59-7.53 (2H, m), 7.50 (1H, d), 7.34 (1H, t), 2.83 (3H, s), 1.33 (12H, s).